This data is from the Open Reaction Database (ORD), a public repository of structured organic reaction records. The task is: describe an organic reaction: reactants, conditions, products, and yield The reactants are BrCC(=O)C1=C(C=CC=C1)CC(C)(C)NC(C(F)(F)F)=O (N-[2-(bromoacetyl-phenyl)-1,1-dimethyl-ethyl]-2,2,2-trifluoroacetamide), C(C)(=S)N (thioacetamide), C(C)O (ethanol). Conditions: temperature 80 celsius. Product: CC(CC1=CC=C(C=C1)C=1N=C(SC1)C)(C)NC(C(F)(F)F)=O (N-{1,1-Dimethyl-2-[4-(2-methyl-thiazol-4-yl)-phenyl]-ethyl}-2,2,2-trifluoroacetamide). Reaction SMILES: BrCC([C:5]1[CH:10]=[CH:9][CH:8]=[CH:7][C:6]=1[CH2:11][C:12]([NH:15][C:16](=[O:21])[C:17]([F:20])([F:19])[F:18])([CH3:14])[CH3:13])=O.[C:22]([NH2:25])(=[S:24])[CH3:23].[CH2:26](O)[CH3:27]>>[CH3:14][C:12]([NH:15][C:16](=[O:21])[C:17]([F:18])([F:19])[F:20])([CH3:13])[CH2:11][C:6]1[CH:5]=[CH:10][C:9]([C:26]2[N:25]=[C:22]([CH3:23])[S:24][CH:27]=2)=[CH:8][CH:7]=1. Procedure details: In a round-bottomed flask, N-[2-(bromoacetyl-phenyl)-1,1-dimethyl-ethyl]-2,2,2-trifluoroacetamide (388 mg, 1.06 mmol) and thioacetamide (80 mg, 1.06 mmol) were dissolved in ethanol (10 ml), and the mixture was heated to about 80° C. for about two and one-half hours. The reaction mixture was then concentrated in vacuo to an oil which was carried into the next reaction without further purification. LRMS ([M+1]+)=343.2. Reactants: ClC=1C=CC2=C(C=3SC(=CC3CCO2)C=2N(N=CN2)C2=C(C=C(C=C2)F)F)N1 (9-Chloro-2-[2-(2,4-difluoro-phenyl)-2H-[1,2,4]triazol-3-yl]-4,5-dihydro-6-oxa-1-thia-10-aza-benzo[e]azulene), COC1=NC=CC=C1B1OC(C(O1)(C)C)(C)C (2-Methoxy-3-(4,4,5,5-tetramethyl-[1,3,2]dioxaborolan-2-yl)-pyridine), C(=O)([O-])[O-].[Cs+].[Cs+] (Cs2CO3). The reagents and catalysts are C1=CC=C(C=C1)P([C-]2C=CC=C2)C3=CC=CC=C3.C1=CC=C(C=C1)P([C-]2C=CC=C2)C3=CC=CC=C3.Cl[Pd]Cl.[Fe+2] (Pd(dppf)Cl2). The solvent is CC#N.O (CH3CN—H2O). Conditions: temperature 120 celsius. Yields the product FC1=C(C=CC(=C1)F)N1N=CN=C1C1=CC=2CCOC3=C(C2S1)N=C(C=C3)C=3C(=NC=CC3)OC (2-[2-(2,4-Difluoro-phenyl)-2H-[1,2,4]triazol-3-yl]-9-(2-methoxy-pyridin-3-yl)-4,5-dihydro-6-oxa-1-thia-10-aza-benzo[e]azulene). Yield: 55.2%. RXN SMILES: Cl[C:2]1[CH:3]=[CH:4][C:5]2[O:14][CH2:13][CH2:12][C:11]3[CH:10]=[C:9]([C:15]4[N:16]([C:20]5[CH:25]=[CH:24][C:23]([F:26])=[CH:22][C:21]=5[F:27])[N:17]=[CH:18][N:19]=4)[S:8][C:7]=3[C:6]=2[N:28]=1.[CH3:29][O:30][C:31]1[C:36](B2OC(C)(C)C(C)(C)O2)=[CH:35][CH:34]=[CH:33][N:32]=1.C([O-])([O-])=O.[Cs+].[Cs+]>C1C=CC(P(C2C=CC=CC=2)[C-]2C=CC=C2)=CC=1.C1C=CC(P(C2C=CC=CC=2)[C-]2C=CC=C2)=CC=1.Cl[Pd]Cl.[Fe+2].CC#N.O>[F:27][C:21]1[CH:22]=[C:23]([F:26])[CH:24]=[CH:25][C:20]=1[N:16]1[C:15]([C:9]2[S:8][C:7]3[C:6]4[N:28]=[C:2]([C:36]5[C:31]([O:30][CH3:29])=[N:32][CH:33]=[CH:34][CH:35]=5)[CH:3]=[CH:4][C:5]=4[O:14][CH2:13][CH2:12][C:11]=3[CH:10]=2)=[N:19][CH:18]=[N:17]1 |f:2.3.4,5.6.7.8,9.10|. Reported procedure: 9-Chloro-2-[2-(2,4-difluoro-phenyl)-2H-[1,2,4]triazol-3-yl]-4,5-dihydro-6-oxa-1-thia-10-aza-benzo[e]azulene (416 mg, 1.0 mmol), 2-Methoxy-3-(4,4,5,5-tetramethyl-[1,3,2]dioxaborolan-2-yl)-pyridine (282 mg, 1.2 mmol), Cs2CO3 (650 mg, 2.0 mmol), Pd(dppf)Cl2 (73 mg, 0.10 mmol) and CH3CN—H2O (1:1, 4 mL) were added in a 10 mL of sealed tube, and the mixture was heated by microwave at 120° C. for 20 min under N2. The reaction mixture was filtered to gather the solution and water was added. The mixture ... Starting materials: O=C([O-])O, CCOC(CBr)OCC, Cc1ccc(N)cc1Cl, CCO, [Na+]. Yields the product CCOC(CNc1ccc(C)c(Cl)c1)OCC. Reaction SMILES: [C:10](=[O:11])([O-:12])[OH:13].[CH2:15]([CH3:16])[O:17][CH:18]([CH2:19][Br:20])[O:21][CH2:22][CH3:23].[CH3:1][c:2]1[cH:3][cH:4][c:5]([NH2:6])[cH:7][c:8]1[Cl:9].[CH3:24][CH2:25][OH:26].[Na+:14]>>[CH3:1][c:2]1[cH:3][cH:4][c:5]([NH:6][CH2:19][CH:18]([O:17][CH2:15][CH3:16])[O:21][CH2:22][CH3:23])[cH:7][c:8]1[Cl:9]. Reactants: Br, Br, COc1cccnc1O, [Na+], [Na+], [Na+], [Na+], O=C([O-])[O-], OO, O=S([O-])([O-])=S. The product is COc1ccc(Br)nc1O. As a reaction SMILES: [Br:19].[BrH:26].[CH3:3][O:4][c:5]1[c:6]([OH:11])[n:7][cH:8][cH:9][cH:10]1.[Na+:17].[Na+:18].[Na+:20].[Na+:21].[O-:22][C:23](=[O:24])[O-:25].[OH:1][OH:2].[S:12]([O-:13])([O-:14])(=[O:15])=[S:16]>>[CH3:3][O:4][c:5]1[c:6]([OH:11])[n:7][c:8]([Br:26])[cH:9][cH:10]1. The reactants are CCCCOC(C)(Cc1ccc(OCCC2CN(Cc3cccc(C(F)(F)F)c3)C(=O)N2C)cc1)C(=O)OCC, CCO, [Na+], [OH-]. Yields the product CCCCOC(C)(Cc1ccc(OCCC2CN(Cc3cccc(C(F)(F)F)c3)C(=O)N2C)cc1)C(=O)O. Reaction SMILES: [CH2:1]([CH3:2])[O:3][C:4]([C:5]([CH2:6][c:7]1[cH:8][cH:9][c:10]([O:13][CH2:14][CH2:15][CH:16]2[N:17]([CH3:33])[C:18](=[O:32])[N:19]([CH2:21][c:22]3[cH:23][c:24]([C:28]([F:29])([F:30])[F:31])[cH:25][cH:26][cH:27]3)[CH2:20]2)[cH:11][cH:12]1)([CH3:34])[O:35][CH2:36][CH2:37][CH2:38][CH3:39])=[O:40].[CH3:43][CH2:44][OH:45].[Na+:42].[OH-:41]>>[O:3]=[C:4]([C:5]([CH2:6][c:7]1[cH:8][cH:9][c:10]([O:13][CH2:14][CH2:15][CH:16]2[N:17]([CH3:33])[C:18](=[O:32])[N:19]([CH2:21][c:22]3[cH:23][c:24]([C:28]([F:29])([F:30])[F:31])[cH:25][cH:26][cH:27]3)[CH2:20]2)[cH:11][cH:12]1)([CH3:34])[O:35][CH2:36][CH2:37][CH2:38][CH3:39])[OH:40]. Starting materials: ClC1=NC=NC(=C1)OCC#CC (4-chloro-6-(2-butynyloxy)pyrimidine), C(C)NCC1=CC=CC=C1 (N-ethyl-N-benzylamine). The solvent is C(C)O (ethanol). Yields the product C(C#CC)OC1=CC(=NC=N1)N(CC1=CC=CC=C1)CC (6-(2-butynyloxy)-4-(N-ethyl-N-benzylamino)pyrimidine). Isolated yield 54.5%. As a reaction SMILES: Cl[C:2]1[CH:7]=[C:6]([O:8][CH2:9][C:10]#[C:11][CH3:12])[N:5]=[CH:4][N:3]=1.[CH2:13]([NH:15][CH2:16][C:17]1[CH:22]=[CH:21][CH:20]=[CH:19][CH:18]=1)[CH3:14]>C(O)C>[CH2:9]([O:8][C:6]1[N:5]=[CH:4][N:3]=[C:2]([N:15]([CH2:13][CH3:14])[CH2:16][C:17]2[CH:22]=[CH:21][CH:20]=[CH:19][CH:18]=2)[CH:7]=1)[C:10]#[C:11][CH3:12]. Reported procedure: To 4 ml of ethanol were added 0.5 g of 4-chloro-6-(2-butynyloxy)pyrimidine and 0.68 g of N-ethyl-N-benzylamine, followed by heating under reflux for 6 hours. The reaction mixture was then left for cooling to room temperature and concentrated under reduced pressure. A saturated aqueous ammonium chloride solution was poured onto the residue, which was extracted three times with ethyl acetate. The organic layers were combined and washed with a saturated aqueous sodium chloride solution, and the com...